Task: describe an organic reaction: reactants, conditions, products, and yield. Dataset: the Open Reaction Database (ORD), a public repository of structured organic reaction records Starting materials: CCO, Cl, Cc1nccn1N, CC(C)(C)c1cc(C=O)cc(C(C)(C)C)c1O. Yields the product Cc1nccn1N=Cc1cc(C(C)(C)C)c(O)c(C(C)(C)C)c1. As a reaction SMILES: [CH3:26][CH2:27][OH:28].[ClH:1].[NH2:2][n:3]1[c:4]([CH3:8])[n:5][cH:6][cH:7]1.[OH:9][c:10]1[c:11]([C:22]([CH3:23])([CH3:24])[CH3:25])[cH:12][c:13]([CH:14]=[O:15])[cH:16][c:17]1[C:18]([CH3:19])([CH3:20])[CH3:21]>>[N:2]([n:3]1[c:4]([CH3:8])[n:5][cH:6][cH:7]1)=[CH:14][c:13]1[cH:12][c:11]([C:22]([CH3:23])([CH3:24])[CH3:25])[c:10]([OH:9])[c:17]([C:18]([CH3:19])([CH3:20])[CH3:21])[cH:16]1. The reactants are C(C)(C)(C)C1=NOC(=N1)[C@H]1O[C@H]([C@H]2[C@H]1OC(O2)(C)C)N2C1=NC=NC(=C1N=C2)ON2N=NC1=C2C=CC=C1 (9-{(3aR,4R,6S,6aR)-6-[3-(tert-butyl)-1,2,4-oxadiazol-5-yl]-2,2-dimethyltetrahydrofuro[3,4-d][1,3]dioxol-4-yl}-6-(1H-1,2,3-benzotriazol-1-yloxy)-9H-purine), FC1=C(N)C=CC(=C1)F (2,4-difluoroaniline). Reaction conditions: temperature 80 celsius. Yields the product C(C)(C)(C)C1=NOC(=N1)[C@H]1O[C@H]([C@H]2[C@H]1OC(O2)(C)C)N2C1=NC=NC(=C1N=C2)NC2=C(C=C(C=C2)F)F (9-{(3aR,4R,6S,6aR)-6-[3-(tert-butyl)-1,2,4-oxadiazol-5-yl]-2,2-dimethyltetrahydrofuro[3,4-d][1,3]dioxol-4-yl}-N-(2,4-difluorophenyl)-9H-purin-6-amine). Reaction SMILES: [C:1]([C:5]1[N:9]=[C:8]([C@@H:10]2[C@@H:14]3[O:15][C:16]([CH3:19])([CH3:18])[O:17][C@H:13]3[C@H:12]([N:20]3[CH:28]=[N:27][C:26]4[C:21]3=[N:22][CH:23]=[N:24][C:25]=4ON3C4C=CC=CC=4N=N3)[O:11]2)[O:7][N:6]=1)([CH3:4])([CH3:3])[CH3:2].[F:39][C:40]1[CH:46]=[C:45]([F:47])[CH:44]=[CH:43][C:41]=1[NH2:42]>>[C:1]([C:5]1[N:9]=[C:8]([C@@H:10]2[C@@H:14]3[O:15][C:16]([CH3:19])([CH3:18])[O:17][C@H:13]3[C@H:12]([N:20]3[CH:28]=[N:27][C:26]4[C:21]3=[N:22][CH:23]=[N:24][C:25]=4[NH:42][C:41]3[CH:43]=[CH:44][C:45]([F:47])=[CH:46][C:40]=3[F:39])[O:11]2)[O:7][N:6]=1)([CH3:4])([CH3:3])[CH3:2]. Procedure: 9-{(3aR,4R,6S,6aR)-6-[3-(tert-butyl)-1,2,4-oxadiazol-5-yl]-2,2-dimethyltetrahydrofuro[3,4-d][1,3]dioxol-4-yl}-6-(1H-1,2,3-benzotriazol-1-yloxy)-9H-purine (50 mg) was dissolved in 2,4-difluoroaniline (0.4 ml) and the mixture heated at 80° C. for 96 h. The mixture was then cooled to 20° C. and partitioned between dichloromethane (25 ml) and 1 M hydrochloric acid (15 ml). The separated aqueous phase was further extracted with dichloromethane (1×25 ml) and the combined organic extracts were evaporat... Reaction SMILES: [B-:41]([F:42])([F:43])([F:44])[F:45].[C:63](=[O:64])([O:65][C:66]([CH3:67])([CH3:68])[CH3:69])[NH:70][CH2:71][CH2:72][NH2:73].[CH2:2]([CH3:3])[c:4]1[c:5]([CH2:27][CH2:28][C:29](=[O:30])[OH:31])[c:6]([CH3:26])[cH:7][c:8](-[c:10]2[n:11][o:12][c:13](-[c:15]3[n:16][c:17]([NH:22][CH:23]([CH3:24])[CH3:25])[n:18][c:19]([CH3:21])[cH:20]3)[n:14]2)[cH:9]1.[CH3:79][CH2:80][O:81][C:82]([CH3:83])=[O:84].[CH:32]([N:33]([CH2:34][CH3:35])[CH:36]([CH3:37])[CH3:38])([CH3:39])[CH3:40].[ClH:1].[O:74]=[CH:75][N:76]([CH3:77])[CH3:78].[n:46]1([O:47][C:48]([N:49]([CH3:50])[CH3:51])=[N+:52]([CH3:53])[CH3:54])[c:55]2[cH:56][cH:57][cH:58][cH:59][c:60]2[n:61][n:62]1>>[CH2:2]([CH3:3])[c:4]1[c:5]([CH2:27][CH2:28][C:29](=[O:30])[NH:73][CH2:72][CH2:71][NH:70][C:63](=[O:64])[O:65][C:66]([CH3:67])([CH3:68])[CH3:69])[c:6]([CH3:26])[cH:7][c:8](-[c:10]2[n:11][o:12][c:13](-[c:15]3[n:16][c:17]([NH:22][CH:23]([CH3:24])[CH3:25])[n:18][c:19]([CH3:21])[cH:20]3)[n:14]2)[cH:9]1. Yields the product CCc1cc(-c2noc(-c3cc(C)nc(NC(C)C)n3)n2)cc(C)c1CCC(=O)NCCNC(=O)OC(C)(C)C. Reactants: F[B-](F)(F)F, CC(C)(C)OC(=O)NCCN, CCc1cc(-c2noc(-c3cc(C)nc(NC(C)C)n3)n2)cc(C)c1CCC(=O)O, CCOC(C)=O, CCN(C(C)C)C(C)C, Cl, CN(C)C=O, CN(C)C(On1nnc2ccccc21)=[N+](C)C. The reactants are Br (hydrobromic acid), OC1=C(C(=O)OC)C=CC(=C1CC=C)NC(=O)C (methyl 2-hydroxy-3-allyl-4-acetaminobenzoate). The reagents and catalysts are [Hg] (mercury). The solvent is O (water). Reaction conditions: time 4 hour. Product: OC1=C(C(=O)OC)C=CC(=C1CCCBr)NC(=O)C (Methyl 2-hydroxy-3-(gamma-bromopropyl)-4-acetaminobenzoate). RXN SMILES: [BrH:1].[OH:2][C:3]1[C:12]([CH2:13][CH:14]=[CH2:15])=[C:11]([NH:16][C:17]([CH3:19])=[O:18])[CH:10]=[CH:9][C:4]=1[C:5]([O:7][CH3:8])=[O:6]>[Hg].O>[OH:2][C:3]1[C:12]([CH2:13][CH2:14][CH2:15][Br:1])=[C:11]([NH:16][C:17]([CH3:19])=[O:18])[CH:10]=[CH:9][C:4]=1[C:5]([O:7][CH3:8])=[O:6]. Reported procedure: 2277 g of 66% hydrobromic acid and 308 g of methyl 2-hydroxy-3-allyl-4-acetaminobenzoate were introduced into a 3-liter round-bottomed flask equipped with a leakproof stirrer, a thermometer and a safety tube containing mercury so that a pressure of approximately 2 cm of mercury is created in the apparatus. The mixture was stirred for 4 hours and then allowed to stand overnight. 5 liters of water were then added. The precipitate formed was drained, washed with water and dried at 50° C.